Dataset: the Open Reaction Database (ORD), a public repository of structured organic reaction records. Task: describe an organic reaction: reactants, conditions, products, and yield Reactants: [BH4-] (borohydride), COC(=O)C1=NC=C(C=C1)N=CC=CC1=CC=CC=C1 (5-cinnamylideneaminopyridine-2-carboxylic acid methyl ester), Cl (hydrochloric acid), ice water, [BH4-].[Na+] (sodium borohydride). Solvent: C(C)(=O)O (acetic acid), CO (methanol), CN(C=O)C (dimethylformamide). Reaction conditions: time 1 hour. Yields the product COC(=O)C1=NC=C(C=C1)NCC=CC1=CC=CC=C1 (5-cinnamylamino-pyridine-2-carboxylic acid methyl ester). As a reaction SMILES: [BH4-].[CH3:2][O:3][C:4]([C:6]1[CH:11]=[CH:10][C:9]([N:12]=[CH:13][CH:14]=[CH:15][C:16]2[CH:21]=[CH:20][CH:19]=[CH:18][CH:17]=2)=[CH:8][N:7]=1)=[O:5].[BH4-].[Na+].Cl>CO.CN(C)C=O.C(O)(=O)C>[CH3:2][O:3][C:4]([C:6]1[CH:11]=[CH:10][C:9]([NH:12][CH2:13][CH:14]=[CH:15][C:16]2[CH:17]=[CH:18][CH:19]=[CH:20][CH:21]=2)=[CH:8][N:7]=1)=[O:5] |f:2.3|. Reported procedure: To the stirred solution of 8 g of sodim borohydride in 300 ml of methanol the solution of 15 g of 5-cinnamylideneaminopyridine-2-carboxylic acid methyl ester in 60 ml of warm dimethylformamide is added during 1/2 hour while cooling with ice. Simultaneously a 5 g portion and a 3 g portion of sodium borohydride is added and the mixture stirred for 1 hour at 0°. It is warmed to about 20° until dissolution occurs and combined with 18 ml of 12 N hydrochloric acid, 5 ml of acetic acid and 600 ml of ic... Starting materials: OC1=CC=C(C2=CC=CC=C12)NC(OC(C)(C)C)=O (tert-butyl (4-hydroxy-1-naphthyl)carbamate), FC=1C=C(C(=O)O)C=C(C1)N1CCCCC1 (3-fluoro-5-piperidin-1-yl-benzoic acid), OCCCN1C(CCC1)=O (1-(3-hydroxy-propyl)-pyrrolidin-2-one). Product: FC=1C=C(C(=O)NC2=CC=C(C3=CC=CC=C23)OCCCN2C(CCC2)=O)C=C(C1)N1CCCCC1 (3-Fluoro-N-{4-[3-(2-oxopyrrolidin-1-yl)propoxy]-1-naphthyl}-5-piperidin-1-ylbenzamide). As a reaction SMILES: [OH:1][C:2]1[C:11]2[C:6](=[CH:7][CH:8]=[CH:9][CH:10]=2)[C:5]([NH:12][C:13](=[O:19])OC(C)(C)C)=[CH:4][CH:3]=1.[F:20][C:21]1[CH:22]=[C:23]([CH:27]=[C:28]([N:30]2[CH2:35][CH2:34][CH2:33][CH2:32][CH2:31]2)[CH:29]=1)C(O)=O.O[CH2:37][CH2:38][CH2:39][N:40]1[CH2:44][CH2:43][CH2:42][C:41]1=[O:45]>>[F:20][C:21]1[CH:22]=[C:23]([CH:27]=[C:28]([N:30]2[CH2:31][CH2:32][CH2:33][CH2:34][CH2:35]2)[CH:29]=1)[C:13]([NH:12][C:5]1[C:6]2[C:11](=[CH:10][CH:9]=[CH:8][CH:7]=2)[C:2]([O:1][CH2:37][CH2:38][CH2:39][N:40]2[CH2:44][CH2:43][CH2:42][C:41]2=[O:45])=[CH:3][CH:4]=1)=[O:19]. Procedure details: Compound is prepared from tert-butyl (4-hydroxy-1-naphthyl)carbamate, 3-fluoro-5-piperidin-1-yl-benzoic acid and 1-(3-hydroxy-propyl)-pyrrolidin-2-one according to conditions described in general procedure D. A pink solid is produced (42 mg). Mp: 88-89° C.; 1H NMR (300 MHz, CDCl3) δ 1.69 (s, 6H), 1.95-2.04 (m, 2H), 2.10-2.18 (m, 2H), 2.34-2.39 (m, 2H), 3.26 (s, 4H), 3.37-3.45 (m, 2H), 3.50-3.55 (m, 2H), 4.09-4.13 (m, 2H), 6.72-6.77 (m, 2H), 7.03 (d, J=8.4 Hz, 1H), 7.33 (s, 1H), 7.46-7.55 (m, 2H)... Starting materials: ClCC=1SC=CN1 (2-(chloromethyl)-1,3-thiazole), OC1=C(C=C(C=C1)NC1=NC=NC2=CC=CC(=C12)O[C@@H](CNC(C)=O)C)C (N-[(2R)-2-({4-[(4-hydroxy-3-methylphenyl)amino]quinazolin-5-yl}oxy)propyl]acetamide). Yields the product CC=1C=C(C=CC1OCC=1SC=CN1)NC1=NC=NC2=CC=CC(=C12)O[C@@H](CNC(C)=O)C (N-{(2R)-2-[(4-{[3-Methyl-4-(1,3-thiazol-2-ylmethoxy)phenyl]amino}quinazolin-5-yl)oxy]propyl}acetamide). Isolated yield 25.0%. Reaction SMILES: Cl[CH2:2][C:3]1[S:4][CH:5]=[CH:6][N:7]=1.[OH:8][C:9]1[CH:14]=[CH:13][C:12]([NH:15][C:16]2[C:25]3[C:20](=[CH:21][CH:22]=[CH:23][C:24]=3[O:26][C@H:27]([CH3:33])[CH2:28][NH:29][C:30](=[O:32])[CH3:31])[N:19]=[CH:18][N:17]=2)=[CH:11][C:10]=1[CH3:34]>>[CH3:34][C:10]1[CH:11]=[C:12]([NH:15][C:16]2[C:25]3[C:20](=[CH:21][CH:22]=[CH:23][C:24]=3[O:26][C@H:27]([CH3:33])[CH2:28][NH:29][C:30](=[O:32])[CH3:31])[N:19]=[CH:18][N:17]=2)[CH:13]=[CH:14][C:9]=1[O:8][CH2:2][C:3]1[S:4][CH:5]=[CH:6][N:7]=1. Reported procedure: The procedure described in Example 3 was repeated using 2-(chloromethyl)-1,3-thiazole and N-[(2R)-2-({4-[(4-hydroxy-3-methylphenyl)amino]quinazolin-5-yl}oxy)propyl]acetamide (obtained as described in Example 86, preparation of starting materials) to give the title compound as a light brown solid in 25% yield; NMR spectrum (DMSO-d6) 1.41 (d, 3H), 1.77 (s, 3H), 2.25 (s, 3H), 3.42 (dt, 1H), 3.60 (dt, 1H), 4.88 (m, 1H), 5.45 (s, 2H), 7.11 (d, 1H), 7.22 (d, 1H), 7.31 (d, 1H), 7.56 (d, 1H), 7.63 (dd, ... Starting materials: [N+](=O)([O-])C1=CC2=C(CCN(CC2)CC#C)C=C1 (7-Nitro-3-prop-2-ynyl-2,3,4,5-tetrahydro-1H-benzo[d]azepine), [Sn](Cl)Cl (Tin (II) chloride). Run in C(C)(=O)OCC (ethyl acetate), C(C)O (ethanol). The product is C(C#C)N1CCC2=C(CC1)C=C(C=C2)N (3-prop-2-ynyl-2,3,4,5-tetrahydro-1H-benzo[d]azepin-7-ylamine). Yield: 95.0%. Reaction SMILES: [N+:1]([C:4]1[CH:17]=[CH:16][C:7]2[CH2:8][CH2:9][N:10]([CH2:13][C:14]#[CH:15])[CH2:11][CH2:12][C:6]=2[CH:5]=1)([O-])=O.[Sn](Cl)Cl>C(OCC)(=O)C.C(O)C>[CH2:13]([N:10]1[CH2:11][CH2:12][C:6]2[CH:5]=[C:4]([NH2:1])[CH:17]=[CH:16][C:7]=2[CH2:8][CH2:9]1)[C:14]#[CH:15]. Reported procedure: 7-Nitro-3-prop-2-ynyl-2,3,4,5-tetrahydro-1H-benzo[d]azepine (589 mg, 2.56 mmol) was dissolved in ethyl acetate (80 mL) and ethanol (30 mL). Tin (II) chloride dehydrate (2.88 g, 12.80 mmol, 5.0 eq) was added and the reaction was heated at reflux for 18 hours. The reaction was allowed to cool to room temperature and was then concentrated under reduced pressure. The residue was taken up in EtOAc (100 mL) and washed with 10% aqueous KF (70 mL). The organic layer was dried (sodium sulfate), filtered,...